Dataset: the Open Reaction Database (ORD), a public repository of structured organic reaction records. Task: describe an organic reaction: reactants, conditions, products, and yield Starting materials: [Br-], [Br-], [Br-], CCCC[N+](CCCC)(CCCC)CCCC, CCCC[N+](CCCC)(CCCC)CCCC, CCCC[N+](CCCC)(CCCC)CCCC, ClC(Cl)Cl, Oc1ccccc1CC(F)(F)F, [Na+], [Na+], O=S([O-])([O-])=S. Product: Oc1ccc(Br)cc1CC(F)(F)F. RXN SMILES: [Br-:1].[Br-:2].[Br-:3].[CH2:21]([N+:22]([CH2:23][CH2:24][CH2:25][CH3:26])([CH2:27][CH2:28][CH2:29][CH3:30])[CH2:31][CH2:32][CH2:33][CH3:34])[CH2:35][CH2:36][CH3:37].[CH2:38]([N+:39]([CH2:40][CH2:41][CH2:42][CH3:43])([CH2:44][CH2:45][CH2:46][CH3:47])[CH2:48][CH2:49][CH2:50][CH3:51])[CH2:52][CH2:53][CH3:54].[CH2:4]([N+:5]([CH2:6][CH2:7][CH2:8][CH3:9])([CH2:10][CH2:11][CH2:12][CH3:13])[CH2:14][CH2:15][CH2:16][CH3:17])[CH2:18][CH2:19][CH3:20].[CH:74]([Cl:75])([Cl:76])[Cl:77].[F:55][C:56]([CH2:57][c:58]1[c:59]([OH:64])[cH:60][cH:61][cH:62][cH:63]1)([F:65])[F:66].[Na+:72].[Na+:73].[S:67]([O-:68])([O-:69])(=[O:70])=[S:71]>>[Br:1][c:62]1[cH:61][cH:60][c:59]([OH:64])[c:58]([CH2:57][C:56]([F:55])([F:65])[F:66])[cH:63]1.